Dataset: the Open Reaction Database (ORD), a public repository of structured organic reaction records. Task: describe an organic reaction: reactants, conditions, products, and yield Reactants: C([O-])([O-])=O.[K+].[K+] (Potassium carbonate), C(C)(=O)N1[C@H](CN(C2=CC(=C(C=C12)C#N)C=1C=NN(C1)C1CC1)C(=O)OC(C)C)C (isopropyl (S)-4-acetyl-6-cyano-7-(1-cyclopropyl-1H-pyrazol-4-yl)-3-methyl-3,4-dihydroquinoxaline-1 (2H)-carboxylate), OO (Hydrogen peroxide). Solvent: CS(=O)C (dimethyl sulfoxide). Yields the product C(C)(=O)N1[C@H](CN(C2=CC(=C(C=C12)C(N)=O)C=1C=NN(C1)C1CC1)C(=O)OC(C)C)C (isopropyl (S)-4-acetyl-6-carbamoyl-7-(1-cyclopropyl-1H-pyrazol-4-yl)-3-methyl-3,4-dihydroquinoxaline-1(2H)-carboxylate). Reaction SMILES: C(=O)([O-])[O-:2].[K+].[K+].[C:7]([N:10]1[C:19]2[C:14](=[CH:15][C:16]([C:22]3[CH:23]=[N:24][N:25]([CH:27]4[CH2:29][CH2:28]4)[CH:26]=3)=[C:17]([C:20]#[N:21])[CH:18]=2)[N:13]([C:30]([O:32][CH:33]([CH3:35])[CH3:34])=[O:31])[CH2:12][C@@H:11]1[CH3:36])(=[O:9])[CH3:8].OO>CS(C)=O>[C:7]([N:10]1[C:19]2[C:14](=[CH:15][C:16]([C:22]3[CH:23]=[N:24][N:25]([CH:27]4[CH2:28][CH2:29]4)[CH:26]=3)=[C:17]([C:20](=[O:2])[NH2:21])[CH:18]=2)[N:13]([C:30]([O:32][CH:33]([CH3:35])[CH3:34])=[O:31])[CH2:12][C@@H:11]1[CH3:36])(=[O:9])[CH3:8] |f:0.1.2|. Procedure details: Potassium carbonate (0.002 g, 0.014 mmol) was added to a solution of isopropyl (S)-4-acetyl-6-cyano-7-(1-cyclopropyl-1H-pyrazol-4-yl)-3-methyl-3,4-dihydroquinoxaline-1 (2H)-carboxylate (0.010 g, 0.025 mmol) in dimethyl sulfoxide (2004), and the mixture was cooled in an ice bath. Hydrogen peroxide (30 wt %, 100 μL, 0.979 mmol) was added dropwise, the ice bath removed after 1 minute, and the reaction was allowed to warm to room temperature. Water was added, and the resulting precipitate was filter...